Dataset: the Open Reaction Database (ORD), a public repository of structured organic reaction records. Task: describe an organic reaction: reactants, conditions, products, and yield Reactants: [C-]#[C-], NCCN, CS(C)=O, [Li+], [Li+], Cc1ccc(S(=O)(=O)OCC2CCC(CO)CC2)cc1. Yields the product C#CCC1CCC(CO)CC1. As a reaction SMILES: [C-:5]#[C-:6].[CH2:1]([CH2:2][NH2:4])[NH2:3].[CH3:29][S:30]([CH3:31])=[O:32].[Li+:7].[Li+:8].[c:9]1([CH3:10])[cH:11][cH:12][c:13]([S:14]([O:15][CH2:19][CH:20]2[CH2:21][CH2:22][CH:23]([CH2:26][OH:27])[CH2:24][CH2:25]2)(=[O:16])=[O:17])[cH:18][cH:28]1>>[C:1](#[CH:2])[CH2:19][CH:20]1[CH2:21][CH2:22][CH:23]([CH2:26][OH:27])[CH2:24][CH2:25]1. Starting materials: C[C@@H]1N(C[C@H](NC1)C)[C@@H](C1=CC(=CC=C1)O)C1=CC=C(C(=O)N(CC)CC)C=C1 ((±)-4-((αR*)-α-((2S*,5R*)-2,5-Dimethyl-1-piperazinyl)-3-hydroxybenzyl)-N,N-diethylbenzamide), C([O-])([O-])=O.[Na+].[Na+] (sodium carbonate), [I-].[Na+] (sodium iodide), [Si](C)(C)(C(C)(C)C)O[Si](C)(C)C(C)(C)C (tert-butyldimethylsilyl ether), ClCC#N (2-chloroacetonitrile). The solvent is O1CCCC1 (tetrahydrofuran). Conditions: time 8 hour. Product: C(#N)CN1C[C@@H](N(C[C@H]1C)[C@@H](C1=CC(=CC=C1)O)C1=CC=C(C(=O)N(CC)CC)C=C1)C ((±)-4-((αR*)-α-((2S*,5R*)-4-(Cyanomethyl)-2,5-dimethyl-1-piperazinyl)-3-hydroxybenzyl)-N,N-diethylbenzamide). Reaction SMILES: [CH3:1][C@H:2]1[CH2:7][NH:6][C@H:5]([CH3:8])[CH2:4][N:3]1[C@H:9]([C:17]1[CH:29]=[CH:28][C:20]([C:21]([N:23]([CH2:26][CH3:27])[CH2:24][CH3:25])=[O:22])=[CH:19][CH:18]=1)[C:10]1[CH:15]=[CH:14][CH:13]=[C:12]([OH:16])[CH:11]=1.[Si](O[Si](C(C)(C)C)(C)C)(C(C)(C)C)(C)C.Cl[CH2:46][C:47]#[N:48].C(=O)([O-])[O-].[Na+].[Na+].[I-].[Na+]>O1CCCC1>[C:47]([CH2:46][N:6]1[C@H:5]([CH3:8])[CH2:4][N:3]([C@H:9]([C:17]2[CH:18]=[CH:19][C:20]([C:21]([N:23]([CH2:26][CH3:27])[CH2:24][CH3:25])=[O:22])=[CH:28][CH:29]=2)[C:10]2[CH:15]=[CH:14][CH:13]=[C:12]([OH:16])[CH:11]=2)[C@@H:2]([CH3:1])[CH2:7]1)#[N:48] |f:3.4.5,6.7|. Procedure: (±)-4-((αR*)-α-((2S*,5R*)-2,5-Dimethyl-1-piperazinyl)-3-hydroxybenzyl)-N,N-diethylbenzamide, tert-butyldimethylsilyl ether (0.51 g, 1.0 mmol, Example 81, infra) was combined with 2-chloroacetonitrile (0.07 mL, 1.1 mmol, Eastman Kodak, Rochester, N.Y.) and sodium carbonate in anhydrous tetrahydrofuran. The reaction mixture was chilled in an ice bath and sodium iodide (0.16 g, 1.1 mmol) was added. The reaction was allowed to warm to room temperature and stirred overnight, The solvent was removed a... Starting materials: CO (methanol), BrB(Br)Br (tribromoborane), FC=1C=C(C=C(C1OC)F)C(C(=O)O)C (2-(3,5-difluoro-4-methoxyphenyl)propanoic acid), FC=1C=C(C=C(C1OC)F)C(C(=O)O)C (2-(3,5-difluoro-4-methoxyphenyl)propanoic acid). Solvent: ClCCl (dichloromethane). Conditions: temperature 0 celsius, time 1 hour. The product is FC=1C=C(C=C(C1O)F)C(C(=O)OC)C (methyl 2-(3,5-difluoro-4-hydroxyphenyl)propanoate). The yield is 88.6%. As a reaction SMILES: BrB(Br)Br.[F:5][C:6]1[CH:7]=[C:8]([CH:15]([CH3:19])[C:16]([OH:18])=[O:17])[CH:9]=[C:10]([F:14])[C:11]=1[O:12]C.[CH3:20]O>ClCCl>[F:5][C:6]1[CH:7]=[C:8]([CH:15]([CH3:19])[C:16]([O:18][CH3:20])=[O:17])[CH:9]=[C:10]([F:14])[C:11]=1[OH:12]. Reported procedure: tribromoborane (7.37 mL, 77.99 mmol) was added dropwise to 2-(3,5-difluoro-4-methoxyphenyl)propanoic acid (Intermediate 21-4; 2.81 g, 13.00 mmol) in dichloromethane (96 mL) at 0° C. under nitrogen. The resulting solution was stirred at 0° C. for 1 hour. The reaction mixture was added dropwise to methanol (26.3 mL, 649.92 mmol) (—care reaction is vigorous and exothermic—MeOH kept in ice bath) and the mixture was stirred for a further 20 minutes. The reaction mixture was evaporated to dryness and ... The reactants are CN(C)C=O (DMF), C(CCC)OCCOC1=CC=C(C=C1)C=1C=CC2=C(C=C(CCN2CC2=CC=C(C=C2)OC)C(=O)O)C1 (7-(4-butoxyethoxyphenyl)-1-(4-methoxybenzyl)-2,3-dihydro-1-benzazepine-4-carboxylic acid), S(=O)(Cl)Cl (thionyl chloride). Run in O1CCCC1 (tetrahydrofuran). Run at time 1 hour. Yields the product C(CCC)OCCOC1=CC=C(C=C1)C=1C=CC2=C(C=C(CCN2CC2=CC=C(C=C2)OC)C(=O)NC2=CC=C(C=C2)CN(C2CCOCC2)C)C1 (7-(4-butoxyethoxyphenyl)-1-(4-methoxybenzyl)-N-[4-[[N-methyl-N-(tetrahydropyran-4-yl)amino]methyl]phenyl]-2,3-dihydro-1-benzazepine-4-carboxamide). RXN SMILES: [CH3:1][N:2]([CH:4]=O)[CH3:3].[CH2:6]([O:10][CH2:11][CH2:12][O:13][C:14]1[CH:19]=[CH:18][C:17]([C:20]2[CH:21]=[CH:22][C:23]3[N:29]([CH2:30][C:31]4[CH:36]=[CH:35][C:34]([O:37][CH3:38])=[CH:33][CH:32]=4)[CH2:28][CH2:27][C:26]([C:39](O)=[O:40])=[CH:25][C:24]=3[CH:42]=2)=[CH:16][CH:15]=1)[CH2:7][CH2:8][CH3:9].S(Cl)(Cl)=O>O1CCCC1>[CH2:6]([O:10][CH2:11][CH2:12][O:13][C:14]1[CH:15]=[CH:16][C:17]([C:20]2[CH:21]=[CH:22][C:23]3[N:29]([CH2:30][C:31]4[CH:32]=[CH:33][C:34]([O:37][CH3:38])=[CH:35][CH:36]=4)[CH2:28][CH2:27][C:26]([C:39]([NH:29][C:23]4[CH:24]=[CH:42][C:20]([CH2:4][N:2]([CH3:1])[CH:3]5[CH2:12][CH2:11][O:10][CH2:6][CH2:7]5)=[CH:21][CH:22]=4)=[O:40])=[CH:25][C:24]=3[CH:42]=2)=[CH:18][CH:19]=1)[CH2:7][CH2:8][CH3:9]. Procedure: One droplet of DMF was added to a solution of 7-(4-butoxyethoxyphenyl)-1-(4-methoxybenzyl)-2,3-dihydro-1-benzazepine-4-carboxylic acid (140 mg) in tetrahydrofuran (10 ml). Then, thionyl chloride (100 mg) was added at 0° C., the temperature was returned to room temperature, and the mixture was stirred under nitrogen atmosphere for 1 hour. The solvent and excess thionyl chloride were evaporated under reduced pressure, the resulting residue was suspended in tetrahydrofuran (25 ml), and the suspensi... Starting materials: O=[N+]([O-])c1ccc(Oc2ccc(OCc3ccccc3)cc2)cc1, CCO, Cl, [Fe]. Product: Nc1ccc(Oc2ccc(OCc3ccccc3)cc2)cc1. RXN SMILES: [CH2:1]([c:2]1[cH:3][cH:4][cH:5][cH:6][cH:7]1)[O:8][c:9]1[cH:10][cH:11][c:12]([O:13][c:14]2[cH:15][cH:16][c:17]([N+:20]([O-:21])=[O:22])[cH:18][cH:19]2)[cH:23][cH:24]1.[CH3:26][CH2:27][OH:28].[ClH:25].[Fe:29]>>[CH2:1]([c:2]1[cH:3][cH:4][cH:5][cH:6][cH:7]1)[O:8][c:9]1[cH:10][cH:11][c:12]([O:13][c:14]2[cH:15][cH:16][c:17]([NH2:20])[cH:18][cH:19]2)[cH:23][cH:24]1. The reactants are BrCC1=CC=C(OC(C(=O)OC)C2=C(C=CC=C2)Cl)C=C1 (methyl 2-(4-bromomethylphenoxy)-2-(2-chlorophenyl)acetate), [N-]=[N+]=[N-].[Li+] (lithium azide). The solvent is CS(=O)C (dimethylsulfoxide). Run at time 1 hour. Yields the product N(=[N+]=[N-])CC1=CC=C(OC(C(=O)OC)C2=C(C=CC=C2)Cl)C=C1 (methyl 2-[4-(azidomethyl)phenoxy]-2-(2-chlorophenyl)acetate). Reaction SMILES: Br[CH2:2][C:3]1[CH:21]=[CH:20][C:6]([O:7][CH:8]([C:13]2[CH:18]=[CH:17][CH:16]=[CH:15][C:14]=2[Cl:19])[C:9]([O:11][CH3:12])=[O:10])=[CH:5][CH:4]=1.[N-:22]=[N+:23]=[N-:24].[Li+]>CS(C)=O>[N:22]([CH2:2][C:3]1[CH:21]=[CH:20][C:6]([O:7][CH:8]([C:13]2[CH:18]=[CH:17][CH:16]=[CH:15][C:14]=2[Cl:19])[C:9]([O:11][CH3:12])=[O:10])=[CH:5][CH:4]=1)=[N+:23]=[N-:24] |f:1.2|. Reported procedure: A concentrated stirred solution of the product of Step D in anhydrous dimethylsulfoxide (DMSO) is treated at ambient temperature with lithium azide (25% excess) portionwise. The mixture is then stirred at ambient temperature under protection from moisture for about 1 hour, or until TLC indicates complete reaction. The mixture is then partitioned between ether (or ethyl acetate) and water. The organic phase is washed repeatedly with H2O, then dried over MgSO4, filtered, and concentrated. The resi... Reactants: CC1CC=CC(C1C(=O)OC)=O (methyl 6-methyl-2-oxocyclohex-3-enecarboxylate), BrBr (bromine), resultant mixture. The solvent is C(C)(=O)O (acetic acid), C(C)(=O)O (acetic acid). The product is BrC=1C(=C(C(=O)OC)C(=CC1)C)O (methyl 3-bromo-2-hydroxy-6-methylbenzoate). Reaction SMILES: [Br:1]Br.[CH3:3][CH:4]1[CH:9]([C:10]([O:12][CH3:13])=[O:11])[C:8](=[O:14])[CH:7]=[CH:6][CH2:5]1>C(O)(=O)C>[Br:1][C:7]1[C:8]([OH:14])=[C:9]([C:4]([CH3:3])=[CH:5][CH:6]=1)[C:10]([O:12][CH3:13])=[O:11]. Reported procedure: A solution of bromine (16.8 ml) in acetic acid (150 ml) was added dropwise to a stirred and cooled solution of methyl 6-methyl-2-oxocyclohex-3-enecarboxylate (prepared according to Hauser et al, Synthesis 1980 814, 28.2 g) in acetic acid at 0° C. The resultant mixture was stirred and heated at reflux for 24 hours. After cooling, the mixture was partitioned between ethyl acetate and water. The organic layer was separated and washed with sodium bicarbonate (saturated aqueous solution) and brine, t... Starting materials: Cl.BrC1=CC=NC=C1 (4-bromopyridine hydrochloride), C1(=CC=CC=C1)C#C (phenylacetylene). The reagents and catalysts are [Cu]I (copper (I) iodide), C1(=CC=CC=C1)P(C1=CC=CC=C1)(C1=CC=CC=C1)[Pd-](P(C1=CC=CC=C1)(C1=CC=CC=C1)C1=CC=CC=C1)Cl (bis(triphenylphosphino)palladium (II) chloride). Run in C(C)N(CC)CC (triethylamine). The product is C1(=CC=CC=C1)C#CC1=CC=NC=C1 (4-Phenylethynylpyridine). Isolated yield 31.1%. Reaction SMILES: Cl.Br[C:3]1[CH:8]=[CH:7][N:6]=[CH:5][CH:4]=1.[C:9]1([C:15]#[CH:16])[CH:14]=[CH:13][CH:12]=[CH:11][CH:10]=1>C(N(CC)CC)C.[Cu]I.C1(P([Pd-](Cl)P(C2C=CC=CC=2)(C2C=CC=CC=2)C2C=CC=CC=2)(C2C=CC=CC=2)C2C=CC=CC=2)C=CC=CC=1>[C:9]1([C:15]#[C:16][C:3]2[CH:8]=[CH:7][N:6]=[CH:5][CH:4]=2)[CH:14]=[CH:13][CH:12]=[CH:11][CH:10]=1 |f:0.1|. Procedure: A mixture of 4-bromopyridine hydrochloride (9.75 g, 50 mmol), phenylacetylene (11 ml, 10.2 g; 100 mmol), copper (I) iodide (50 mg) and bis(triphenylphosphino)palladium (II) chloride (200 mg) in dry triethylamine (60 ml) was stirred under reflux for 16 h, the cooled reaction mixture filtered, and the filtrate evaporated. The residual black oil was dissolved in ethyl acetate (100 ml) and washed with saturated aqueous sodium carbonate (2×50 ml) and HCl (1M, 4×25 ml). The acidic washings were extrac...